The task is: describe an organic reaction: reactants, conditions, products, and yield. This data is from the Open Reaction Database (ORD), a public repository of structured organic reaction records. The reactants are C(C)OC(CC1C2=C(B(O1)O)C=C(C=C2C)OC2=NC=CN=C2CN)=O ([6-(3-aminomethyl-pyrazin-2-yloxy)-1-hydroxy-4-methyl-1,3-dihydro-benzo[c][1,2]oxaborol-3-yl]-acetic acid ethyl ester), [Li+].[OH-] (LiOH), Cl (HCl). The solvent is C1CCOC1 (THF), O (H2O), O (H2O). Conditions: time 8 hour. The product is NCC=1C(=NC=CN1)OC=1C=C(C2=C(B(OC2CC(=O)O)O)C1)C ([6-(3-Aminomethyl-pyrazin-2-yloxy)-1-hydroxy-4-methyl-1,3-dihydro-benzo[c][1,2]oxaborol-3-yl]-acetic acid). Reaction SMILES: C([O:3][C:4](=[O:26])[CH2:5][CH:6]1[O:10][B:9]([OH:11])[C:8]2[CH:12]=[C:13]([O:17][C:18]3[C:23]([CH2:24][NH2:25])=[N:22][CH:21]=[CH:20][N:19]=3)[CH:14]=[C:15]([CH3:16])[C:7]1=2)C.[Li+].[OH-].Cl>C1COCC1.O>[NH2:25][CH2:24][C:23]1[C:18]([O:17][C:13]2[CH:14]=[C:15]([CH3:16])[C:7]3[CH:6]([CH2:5][C:4]([OH:26])=[O:3])[O:10][B:9]([OH:11])[C:8]=3[CH:12]=2)=[N:19][CH:20]=[CH:21][N:22]=1 |f:1.2|. Procedure: To a solution of [6-(3-aminomethyl-pyrazin-2-yloxy)-1-hydroxy-4-methyl-1,3-dihydro-benzo[c][1,2]oxaborol-3-yl]-acetic acid ethyl ester (190 mg, 0.532 mmol) in THF (5 mL) and H2O (2 mL) was added LiOH (0.111 g, 2.66 mmol). The resulting solution was stirred at room temperature overnight. The mixture was diluted with H2O and acidified to pH 3 with 1N HCl. The resulting mixture was concentrated and the residue was purified by prep HPLC. The title compound was obtained (100 mg, 57%) as a white solid... Reactants: ClC=1C=2N(C=CN1)C=CN2 (8-chloro-imidazo[1,2-a]pyrazine), BrN1C(CCC1=O)=O (N-bromosuccinimide). Solvent: C(Cl)Cl (DCM). Conditions: time 2 hour. Yields the product BrC1=CN=C2N1C=CN=C2Cl (3-bromo-8-chloro-imidazo[1,2-a]pyrazine). The yield is 90.8%. Reaction SMILES: [Cl:1][C:2]1[C:3]2[N:4]([CH:8]=[CH:9][N:10]=2)[CH:5]=[CH:6][N:7]=1.[Br:11]N1C(=O)CCC1=O>C(Cl)Cl>[Br:11][C:8]1[N:4]2[CH:5]=[CH:6][N:7]=[C:2]([Cl:1])[C:3]2=[N:10][CH:9]=1. Procedure details: To a solution of 8-chloro-imidazo[1,2-a]pyrazine (1.53 g, 0.01 mol) in DCM (30 mL) is added N-bromosuccinimide (1.78 g, 0.01 mol) and the reaction is stirred at room temperature for 2 h. After this time the solution is washed with saturated aqueous solution of Na2CO3 (2×20 mL), dried (MgSO4), filtered and concentrated in vacuo to give 3-bromo-8-chloro-imidazo[1,2-a]pyrazine (2.11 g, 96%). As a reaction SMILES: [CH2:24]([Cl:25])[Cl:26].[CH3:21][C:22]#[N:23].[Cl:1][N:2]1[C:3](=[O:4])[CH2:5][CH2:6][C:7]1=[O:8].[N+:9](=[O:10])([O-:11])[c:12]1[c:13]2[cH:14][cH:15][nH:16][c:17]2[cH:18][cH:19][cH:20]1>>[Cl:1][c:14]1[c:13]2[c:12]([N+:9](=[O:10])[O-:11])[cH:20][cH:19][cH:18][c:17]2[nH:16][cH:15]1. Product: O=[N+]([O-])c1cccc2[nH]cc(Cl)c12. Reactants: ClCCl, CC#N, O=C1CCC(=O)N1Cl, O=[N+]([O-])c1cccc2[nH]ccc12. Starting materials: CC(=O)C1=C(C=CC(=C1)Br)OC (5-Bromo-2-methoxyacetophenone). Solvent: C(Cl)Cl (CH2Cl2). Run at time 15 minute. The product is BrC=1C=CC(=C(C1)C(C)O)OC (1-(5-Bromo-2-methoxy-phenyl)-ethanol). Isolated yield 99.1%. RXN SMILES: [CH3:1][C:2]([C:4]1[CH:9]=[C:8]([Br:10])[CH:7]=[CH:6][C:5]=1[O:11][CH3:12])=[O:3]>C(Cl)Cl>[Br:10][C:8]1[CH:7]=[CH:6][C:5]([O:11][CH3:12])=[C:4]([CH:2]([OH:3])[CH3:1])[CH:9]=1. Procedure: An oven dried 500 mL flask, was charged under nitrogen with (S)-2-methyl-CBS-oxazaborolidine 1M in toluene (2.18 mL) and dissolved in CH2Cl2 (100 mL). Me2-BH3 (13.10 mL, 26.20 mmol) was then added and cooled reaction to −30° C. then stirred for 15 minutes. 5-Bromo-2-methoxyacetophenone (5 g, 21.83 mmol) was dissolved in CH2Cl2 (10 mL) and slowly added via addition funnel to the previous solution. The resulting reaction was stirred at −30° C. for 1 hour. The solution was carefully quenched with M... Reactants: IC1=NN(C=C1C(=O)O)C1OCCCC1 (3-iodo-1-(tetrahydro-2H-pyran-2-yl)-1H-pyrazole-4-carboxylic acid), B.C1CCOC1 (BH3-THF). Run in CC(OCC)=O (EA). Yields the product IC1=NN(C=C1CO)C1OCCCC1 ((3-iodo-1-(tetrahydro-2H-pyran-2-yl)-1H-pyrazol-4-yl)methanol). Isolated yield 83.5%. RXN SMILES: [I:1][C:2]1[C:6]([C:7](O)=[O:8])=[CH:5][N:4]([CH:10]2[CH2:15][CH2:14][CH2:13][CH2:12][O:11]2)[N:3]=1.B.C1COCC1>CC(=O)OCC>[I:1][C:2]1[C:6]([CH2:7][OH:8])=[CH:5][N:4]([CH:10]2[CH2:15][CH2:14][CH2:13][CH2:12][O:11]2)[N:3]=1 |f:1.2|. Reported procedure: A solution of 3-iodo-1-(tetrahydro-2H-pyran-2-yl)-1H-pyrazole-4-carboxylic acid (34 g, 105 mmol) in BH3-THF (340 mL, 340 mmol, 1M in THF) was stirred at rt overnight. Solvent was evaporated under vacuum and the residue dissolved in DCM (340 mL), washed with water (340 mL×3), dried and concentrated. The residue was purified by SGC using Hex: EA (0%-70%) as eluent to afford (3-iodo-1-(tetrahydro-2H-pyran-2-yl)-1H-pyrazol-4-yl)methanol (27 g, yield: 83%). LCMS (method C): RT=1.74 min, m/z=309.1 [M+... The reactants are Br, CCC(C)(C)C(=O)O, COCCn1c(=N)sc2ccccc21. Product: CCC(C)(C)C(=O)N=c1sc2ccccc2n1CCOC. As a reaction SMILES: [BrH:1].[CH3:16][CH2:17][C:18]([CH3:19])([CH3:20])[C:21]([OH:22])=[O:23].[CH3:2][O:3][CH2:4][CH2:5][n:6]1[c:7](=[NH:15])[s:8][c:9]2[c:10]1[cH:11][cH:12][cH:13][cH:14]2>>[CH3:2][O:3][CH2:4][CH2:5][n:6]1[c:7](=[N:15][C:21]([C:18]([CH2:17][CH3:16])([CH3:19])[CH3:20])=[O:22])[s:8][c:9]2[c:10]1[cH:11][cH:12][cH:13][cH:14]2. Reactants: C(C)C1=CC=C(CSC=2C=C(C(N(C2)COC)=O)OCOC)C=C1 (5-[(4-ethylbenzyl)sulfanyl]-3-(methoxymethoxy)-1-(methoxymethyl)pyridin-2(1H)-one), C(C)C1=CC=C(CSC=2C=C(C(N(C2)COC)=O)OCOC)C=C1 (5-[(4-ethylbenzyl)sulfanyl]-3-(methoxymethoxy)-1-(methoxymethyl)pyridin-2(1H)-one), ClCC1=CC=NC=C1 (4-chloromethylpyridine). Product: COCOC=1C(N(C=C(C1)SCC1=CC=NC=C1)COC)=O (3-(Methoxymethoxy)-1-(methoxymethyl)-5-[(pyridin-4-ylmethyl)sulfanyl]pyridin-2(1H)-one). Reaction SMILES: C(C1[CH:24]=[CH:23][C:6]([CH2:7][S:8][C:9]2[CH:10]=[C:11]([O:19][CH2:20][O:21][CH3:22])[C:12](=[O:18])[N:13]([CH2:15][O:16][CH3:17])[CH:14]=2)=[CH:5][CH:4]=1)C.ClCC1C=C[N:30]=CC=1>>[CH3:22][O:21][CH2:20][O:19][C:11]1[C:12](=[O:18])[N:13]([CH2:15][O:16][CH3:17])[CH:14]=[C:9]([S:8][CH2:7][C:6]2[CH:23]=[CH:24][N:30]=[CH:4][CH:5]=2)[CH:10]=1. Reported procedure: Prepared as described for 5-[(4-ethylbenzyl)sulfanyl]-3-(methoxymethoxy)-1-(methoxymethyl)pyridin-2(1H)-one (Intermediate 17) but using 4-chloromethylpyridine instead of 1-(chloromethyl)-4-ethylbenzene.